From a dataset of the Open Reaction Database (ORD), a public repository of structured organic reaction records. describe an organic reaction: reactants, conditions, products, and yield The reactants are Cl.C(C)OCCN1C(=NC2=C1C=CC=C2)N2CCN(CCC2)CCC2(CNCC2)C2=CC=CC=C2 (3-(2-(4-(1-(2-ethoxyethyl)-1H-benzimidazol-2-yl)[1,4]diazepan-1-yl)ethyl)-3-phenylpyrrolidine hydrochloric acid salt), C(C)(C)N(C(C)C)CC (N,N-diisopropylethylamine), Cl.C(C)N=C=NCCCN(C)C (1-ethyl-3-(3-dimethylaminopropyl)carbodiimide hydrochloride), CS(=O)C1=C(C(=O)O)C=C(C=C1)N1N=NN=C1 (2-methylsulfinyl-5-(1H-tetrazol-1-yl)benzoic acid), O.ON1N=NC2=C1C=CC=C2 (1-hydroxybenzotriazole hydrate). Solvent: C(C)(=O)OCC (ethyl acetate), CO.C(C)(=O)OCC (methanol ethyl acetate), ClCCl (dichloromethane), C(C)(=O)OCC (ethyl acetate). Conditions: time 18 hour. Yields the product CS(=O)C1=C(C(=O)N2CC(CC2)(C2=CC=CC=C2)CCN2CCN(CCC2)C2=NC3=C(N2CCOCC)C=CC=C3)C=C(C=C1)N1N=NN=C1 (1-(2-Methylsulfinyl-5-(1H-tetrazol-1-yl)benzoyl)-3-(2-(4-(1-(2-ethoxyethyl)-1H-benzimidazol-2-yl)[1,4]diazepan-1-yl)ethyl)-3-phenylpyrrolidine). Reaction SMILES: Cl.[CH2:2]([O:4][CH2:5][CH2:6][N:7]1[C:11]2[CH:12]=[CH:13][CH:14]=[CH:15][C:10]=2[N:9]=[C:8]1[N:16]1[CH2:22][CH2:21][CH2:20][N:19]([CH2:23][CH2:24][C:25]2([C:30]3[CH:35]=[CH:34][CH:33]=[CH:32][CH:31]=3)[CH2:29][CH2:28][NH:27][CH2:26]2)[CH2:18][CH2:17]1)[CH3:3].[CH3:36][S:37]([C:39]1[CH:47]=[CH:46][C:45]([N:48]2[CH:52]=[N:51][N:50]=[N:49]2)=[CH:44][C:40]=1[C:41](O)=[O:42])=[O:38].O.ON1C2C=CC=CC=2N=N1.Cl.C(N=C=NCCCN(C)C)C.C(N(CC)C(C)C)(C)C>C(OCC)(=O)C.CO.C(OCC)(=O)C.ClCCl>[CH3:36][S:37]([C:39]1[CH:47]=[CH:46][C:45]([N:48]2[CH:52]=[N:51][N:50]=[N:49]2)=[CH:44][C:40]=1[C:41]([N:27]1[CH2:28][CH2:29][C:25]([CH2:24][CH2:23][N:19]2[CH2:20][CH2:21][CH2:22][N:16]([C:8]3[N:7]([CH2:6][CH2:5][O:4][CH2:2][CH3:3])[C:11]4[CH:12]=[CH:13][CH:14]=[CH:15][C:10]=4[N:9]=3)[CH2:17][CH2:18]2)([C:30]2[CH:35]=[CH:34][CH:33]=[CH:32][CH:31]=2)[CH2:26]1)=[O:42])=[O:38] |f:0.1,3.4,5.6,9.10|. Reported procedure: Combine 3-(2-(4-(1-(2-ethoxyethyl)-1H-benzimidazol-2-yl)[1,4]diazepan-1-yl)ethyl)-3-phenylpyrrolidine hydrochloric acid salt (prepared from (−)-3-phenyl-3-(2-hydroxyethyl)pyrrolidine(R,R)-di-p-anisoyltartaric acid salt) (0.46 g, 1.0 mmol) and dichloromethane (20 mL). Add 2-methylsulfinyl-5-(1H-tetrazol-1-yl)benzoic acid (0.32 g, 1.3 mmol), 1-hydroxybenzotriazole hydrate (0.2 g, 1.5 mmol), 1-ethyl-3-(3-dimethylaminopropyl)carbodiimide hydrochloride (0.29 g, 1.5 mmol), and N,N-diisopropylethylamin... Starting materials: BrC1=CC(=C(C(=O)O)C=C1)Cl (4-bromo-2-chlorobenzoic acid), FC1=CC=C(C=C1)B(O)O (4-fluorophenylboronic acid), C([O-])([O-])=O.[Na+].[Na+] (sodium carbonate). Reagents/catalysts: C1(=CC=CC=C1)P(C1=CC=CC=C1)C1=CC=CC=C1.C1(=CC=CC=C1)P(C1=CC=CC=C1)C1=CC=CC=C1.C1(=CC=CC=C1)P(C1=CC=CC=C1)C1=CC=CC=C1.C1(=CC=CC=C1)P(C1=CC=CC=C1)C1=CC=CC=C1.[Pd] (palladium tetrakis(triphenylphosphine)). The solvent is C1(=CC=CC=C1)C (toluene). Conditions: time 8 hour. Yields the product ClC=1C=C(C=CC1C(=O)O)C1=CC=C(C=C1)F (3-chloro-4′-fluoro-1,1′-biphenyl-4-carboxylic acid). Reaction SMILES: Br[C:2]1[CH:10]=[CH:9][C:5]([C:6]([OH:8])=[O:7])=[C:4]([Cl:11])[CH:3]=1.[F:12][C:13]1[CH:18]=[CH:17][C:16](B(O)O)=[CH:15][CH:14]=1.C(=O)([O-])[O-].[Na+].[Na+]>C1(C)C=CC=CC=1.C1(P(C2C=CC=CC=2)C2C=CC=CC=2)C=CC=CC=1.C1(P(C2C=CC=CC=2)C2C=CC=CC=2)C=CC=CC=1.C1(P(C2C=CC=CC=2)C2C=CC=CC=2)C=CC=CC=1.C1(P(C2C=CC=CC=2)C2C=CC=CC=2)C=CC=CC=1.[Pd]>[Cl:11][C:4]1[CH:3]=[C:2]([C:16]2[CH:17]=[CH:18][C:13]([F:12])=[CH:14][CH:15]=2)[CH:10]=[CH:9][C:5]=1[C:6]([OH:8])=[O:7] |f:2.3.4,6.7.8.9.10|. Procedure: Under an inert atmosphere, 5 g (21.2 mmol) of 4-bromo-2-chlorobenzoic acid, 2.96 g (23.3 mmol) of 4-fluorophenylboronic acid and 31.8 ml (63.6 mmol) of aqueous sodium carbonate solution (2M) in suspension in 40 ml of toluene are introduced. Subsequently 0.80 g (0.70 mmol) of palladium tetrakis(triphenylphosphine) is added. The reaction mixture is subsequently refluxed overnight. Reactants: C(C)OP(=O)(OCC)COCCC(CO)ON1C=2N=C(NC(C2N=C1)=O)N (9-[4-(diethoxyphosphorylmethoxy)-1-hydroxybut-2-oxy]guanine), Br[Si](C)(C)C (bromotrimethylsilane). Solvent: CN(C=O)C (N,N-dimethylformamide). Conditions: temperature 20 celsius, time 3 hour. The product is OCC(CCOCP(=O)(O)O)ON1C=2N=C(NC(C2N=C1)=O)N (9-[1-hydroxy-4-(phosphonomethoxy)but-2-oxy]guanine). Isolated yield 24.9%. RXN SMILES: C([O:3][P:4]([CH2:9][O:10][CH2:11][CH2:12][CH:13]([O:16][N:17]1[CH:25]=[N:24][C:23]2[C:22](=[O:26])[NH:21][C:20]([NH2:27])=[N:19][C:18]1=2)[CH2:14][OH:15])([O:6]CC)=[O:5])C.Br[Si](C)(C)C>CN(C)C=O>[OH:15][CH2:14][CH:13]([O:16][N:17]1[CH:25]=[N:24][C:23]2[C:22](=[O:26])[NH:21][C:20]([NH2:27])=[N:19][C:18]1=2)[CH2:12][CH2:11][O:10][CH2:9][P:4]([OH:6])([OH:5])=[O:3]. Procedure: A solution of 9-[4-(diethoxyphosphorylmethoxy)-1-hydroxybut-2-oxy]guanine (95 mg, 0.23 mmol) in N,N-dimethylformamide (5 ml) was treated with bromotrimethylsilane (0.62 ml, 4.6 mmol) and stirred at 20° C. for 3 h. The reaction mixture was evaporated in vacuo, the residue dissolved in water and passed down reverse- phase silica eluting with water. Evaporation of the appropriate fractions in vacuo gave a white foamy solid which was recrystallised from acetone-water, affording 9-[1-hydroxy-4-(phosp... Reactants: ClC1=C(C(=O)Cl)C=CC=C1 (o-chlorobenzoyl chloride), [Al+3].[Cl-].[Cl-].[Cl-] (AlCl3), ClC1=C(C=CC=C1Cl)OC (2,3-dichloroanisole). Product: ClC1=C(C(=O)C2=C(C=CC=C2)Cl)C=CC(=C1Cl)OC (2,3-dichloro-4-methoxy-2'-chlorobenzophenone). RXN SMILES: [Cl:1][C:2]1[CH:10]=[CH:9][CH:8]=[CH:7][C:3]=1[C:4](Cl)=[O:5].[Al+3].[Cl-].[Cl-].[Cl-].[Cl:15][C:16]1[C:21]([Cl:22])=[CH:20][CH:19]=[CH:18][C:17]=1[O:23][CH3:24]>>[Cl:22][C:21]1[C:16]([Cl:15])=[C:17]([O:23][CH3:24])[CH:18]=[CH:19][C:20]=1[C:4]([C:3]1[CH:7]=[CH:8][CH:9]=[CH:10][C:2]=1[Cl:1])=[O:5] |f:1.2.3.4|. Procedure: The Friedel-Crafts procedure of Example 24a is repeated with 48.13 g of o-chlorobenzoyl chloride being combined with 36.7 g AlCl3 and 44.26 g of 2,3-dichloroanisole to yield a white crystalline product of 2,3-dichloro-4-methoxy-2'-chlorobenzophenone, mp 117°-120° C. Reactants: C(C)(C)N(C(C)C)CC (N,N-diisopropylethylamine), FC(F)(F)S(=O)(=O)OCP(=O)(OC)OC (dimethylphosphonomethyl trifiuoromethylsulfonate), C([O-])(O)=O.[Na+] (sodium bicarbonate), C(C)OC(C=C[C@H](CC1=CC=C(C=C1)C1=CC=CC=C1)NC(=O)OC(C)(C)C)=O ((S)-4-t-Butoxycarbonylamino-5-(biphenyl-4-yl)-pentenoic acid ethyl ester), FC(C(=O)O)(F)F (trifluoroacetic acid). Solvent: C(Cl)Cl (methylene chloride), C(Cl)Cl (methylene chloride), O (Water), C(Cl)Cl (methylene chloride), C(Cl)Cl (methylene chloride). Conditions: time 18 hour. Yields the product C(C)OC(C=C[C@H](CC1=CC=C(C=C1)C1=CC=CC=C1)NCP(=O)(OC)OC)=O ((S)-5-(biphenyl-4-yl)-4-[(dimethylphosphonomethyl)-amino]-2-pentenoic acid ethyl ester). As a reaction SMILES: [CH2:1]([O:3][C:4](=[O:29])[CH:5]=[CH:6][C@@H:7]([NH:21]C(OC(C)(C)C)=O)[CH2:8][C:9]1[CH:14]=[CH:13][C:12]([C:15]2[CH:20]=[CH:19][CH:18]=[CH:17][CH:16]=2)=[CH:11][CH:10]=1)[CH3:2].FC(F)(F)C(O)=O.C(=O)(O)[O-].[Na+].C(N(CC)C(C)C)(C)C.FC(S(O[CH2:59][P:60]([O:64][CH3:65])([O:62][CH3:63])=[O:61])(=O)=O)(F)F>C(Cl)Cl.O>[CH2:1]([O:3][C:4](=[O:29])[CH:5]=[CH:6][C@@H:7]([NH:21][CH2:59][P:60]([O:64][CH3:65])([O:62][CH3:63])=[O:61])[CH2:8][C:9]1[CH:10]=[CH:11][C:12]([C:15]2[CH:20]=[CH:19][CH:18]=[CH:17][CH:16]=2)=[CH:13][CH:14]=1)[CH3:2] |f:2.3|. Procedure: (S)-4-t-Butoxycarbonylamino-5-(biphenyl-4-yl)-pentenoic acid ethyl ester (1.2 g, 3.03 mmol) is stirred for 1 hour in a 1/1 mixture of trifluoroacetic acid and methylene chloride (10 mL). A saturated aqueous solution of sodium bicarbonate (10 mL) is added and the product is extracted in methylene chloride (20 mL). The organic layer is dried over anhydrous sodium sulfate, filtered and cooled to 0° under nitrogen. To that solution is added N,N-diisopropylethylamine (0.633 mL, 3.63 mmol) in methylen...